Dataset: the Open Reaction Database (ORD), a public repository of structured organic reaction records. Task: describe an organic reaction: reactants, conditions, products, and yield Reactants: CCN=C=NCCCN(C)C, CC(=O)O, CCN(C(C)C)C(C)C, Cl, Nc1ncc(-c2nc(N3CCOCC3)c3ncn(CC4CCNCC4)c3n2)cn1, CN(C)C=O, On1nnc2ccccc21. The product is CC(=O)N1CCC(Cn2cnc3c(N4CCOCC4)nc(-c4cnc(N)nc4)nc32)CC1. As a reaction SMILES: [CH3:50][N:51]([CH3:52])[CH2:53][CH2:54][CH2:55][N:56]=[C:57]=[N:58][CH2:59][CH3:60].[CH3:66][C:67](=[O:68])[OH:69].[CH:40]([N:41]([CH2:43][CH3:44])[CH:46]([CH3:42])[CH3:48])([CH3:45])[CH3:47].[ClH:49].[O:1]1[CH2:2][CH2:3][N:4]([c:7]2[c:8]3[n:9][cH:10][n:11]([CH2:23][CH:24]4[CH2:25][CH2:26][NH:27][CH2:28][CH2:29]4)[c:12]3[n:13][c:14](-[c:16]3[cH:17][n:18][c:19]([NH2:22])[n:20][cH:21]3)[n:15]2)[CH2:5][CH2:6]1.[O:61]=[CH:62][N:63]([CH3:64])[CH3:65].[OH:30][n:31]1[c:32]2[c:33]([cH:34][cH:35][cH:36][cH:37]2)[n:38][n:39]1>>[O:1]1[CH2:2][CH2:3][N:4]([c:7]2[c:8]3[n:9][cH:10][n:11]([CH2:23][CH:24]4[CH2:25][CH2:26][N:27]([C:46](=[O:30])[CH3:48])[CH2:28][CH2:29]4)[c:12]3[n:13][c:14](-[c:16]3[cH:17][n:18][c:19]([NH2:22])[n:20][cH:21]3)[n:15]2)[CH2:5][CH2:6]1. Reported procedure: To a solution of aminoguanidine hydrochloride (0.048 g) in methanol (20 ml) was added methanesulfonic acid (0.042 g), and the mixture was refluxed for 1 hour. To the mixture were added 7-(2-chlorophenyl)-4-methoxy-5,6,7,8-tetrahydroquinolin-5-one (0.12 g) and methanesulfonic acid (0.042 g), and the mixture was stirred at 50° C. for 9 hours and at 60° C. for 16 hours. Under reduced pressure, the solvent was evaporated. To the residue was added water, and the mixture was washed with ethyl acetate.... RXN SMILES: [C:1]([NH:4][NH2:5])([NH2:3])=[NH:2].Cl.[CH3:7][S:8]([OH:11])(=[O:10])=[O:9].[Cl:12][C:13]1[CH:18]=[CH:17][CH:16]=[CH:15][C:14]=1[CH:19]1[CH2:28][C:27]2[N:26]=[CH:25][CH:24]=[C:23]([O:29][CH3:30])[C:22]=2[C:21](=O)[CH2:20]1>CO>[CH3:7][S:8]([OH:11])(=[O:10])=[O:9].[Cl:12][C:13]1[CH:18]=[CH:17][CH:16]=[CH:15][C:14]=1[CH:19]1[CH2:28][C:27]2[N:26]=[CH:25][CH:24]=[C:23]([O:29][CH3:30])[C:22]=2[C:21](=[N:5][NH:4][C:1]([NH2:3])=[NH:2])[CH2:20]1 |f:0.1,5.6|. Conditions: temperature 60 celsius, time 16 hour. The reactants are C(=N)(N)NN.Cl (aminoguanidine hydrochloride), CS(=O)(=O)O (methanesulfonic acid), ClC1=C(C=CC=C1)C1CC(C=2C(=CC=NC2C1)OC)=O (7-(2-chlorophenyl)-4-methoxy-5,6,7,8-tetrahydroquinolin-5-one), CS(=O)(=O)O (methanesulfonic acid). Run in CO (methanol). Yield: 103.6%. Product: CS(=O)(=O)O.ClC1=C(C=CC=C1)C1CC(C=2C(=CC=NC2C1)OC)=NNC(=N)N (7-(2-chlorophenyl)-5-guanidinoimino-4-methoxy-5,6,7,8-tetrahydroquinoline methanesulfonate). Starting materials: Cl.COC1=C(C=CC=C1)N1CCNCC1 (1-(2-methoxyphenyl)piperazine hydrochloride), [I-].[K+] (potassium iodide), C([O-])([O-])=O.[K+].[K+] (potassium carbonate), NC1=C(C=C(C(=O)C2=CN(C3=CC=CC=C23)CCCC(=O)OCC)C=C1)OCCCCl (Ethyl 4-{3-[4-amino-3-(3-chloropropoxy)benzoyl]indol-1-yl}butanoate). The solvent is CN(C=O)C (N,N-dimethylformamide), C(C)(=O)OCC (ethyl acetate). Reaction conditions: temperature 90 celsius, time 1 hour. The product is Cl.NC1=C(C=C(C(=O)C2=CN(C3=CC=CC=C23)CCCC(=O)OCC)C=C1)OCCCN1CCN(CC1)C1=C(C=CC=C1)OC (ethyl 4-{3-{4-amino-3-{3-[4-(2-methoxyphenyl)piperazin-1-yl]propoxy}benzoyl}indol-1-yl}butanoate hydrochloride). Yield: 83.8%. Reaction SMILES: [NH2:1][C:2]1[CH:26]=[CH:25][C:5]([C:6]([C:8]2[C:16]3[C:11](=[CH:12][CH:13]=[CH:14][CH:15]=3)[N:10]([CH2:17][CH2:18][CH2:19][C:20]([O:22][CH2:23][CH3:24])=[O:21])[CH:9]=2)=[O:7])=[CH:4][C:3]=1[O:27][CH2:28][CH2:29][CH2:30][Cl:31].Cl.[CH3:33][O:34][C:35]1[CH:40]=[CH:39][CH:38]=[CH:37][C:36]=1[N:41]1[CH2:46][CH2:45][NH:44][CH2:43][CH2:42]1.[I-].[K+].C(=O)([O-])[O-].[K+].[K+]>CN(C)C=O.C(OCC)(=O)C>[ClH:31].[NH2:1][C:2]1[CH:26]=[CH:25][C:5]([C:6]([C:8]2[C:16]3[C:11](=[CH:12][CH:13]=[CH:14][CH:15]=3)[N:10]([CH2:17][CH2:18][CH2:19][C:20]([O:22][CH2:23][CH3:24])=[O:21])[CH:9]=2)=[O:7])=[CH:4][C:3]=1[O:27][CH2:28][CH2:29][CH2:30][N:44]1[CH2:43][CH2:42][N:41]([C:36]2[CH:37]=[CH:38][CH:39]=[CH:40][C:35]=2[O:34][CH3:33])[CH2:46][CH2:45]1 |f:1.2,3.4,5.6.7,10.11|. Procedure: Ethyl 4-{3-[4-amino-3-(3-chloropropoxy)benzoyl]indol-1-yl}butanoate (22.8 g) was dissolved in N,N-dimethylformamide (115 ml), and 1-(2-methoxyphenyl)piperazine hydrochloride (12.9 g), potassium iodide (17.1 g), potassium carbonate (17.8 g) were added to the solution. The thus-produced mixture was stirred at 90° C. for one hour. The reaction mixture was cooled and diluted with ethyl acetate (200 ml). The formed solution was sequentially washed with water and saturated brine, and dried. The soluti... Reactants: C1(=CC=CC=C1)[C@@H](C)N.OC1=CC2=C(C(=CO2)CC(=O)O)C=C1 ((6-hydroxy-1-benzofuran-3-yl)acetic acid (1R)-1-phenylethylamine salt). Run in CO (methanol). Conditions: temperature 0 celsius, time 1 hour. The product is C1(=CC=CC=C1)[C@@H](C)N.OC1=CC2=C([C@@H](CO2)CC(=O)O)C=C1 ([(3S)-6-hydroxy-2,3-dihydro-1-benzofuran-3-yl]acetic acid (1R)-1-phenylethylamine salt). Isolated yield 70.7%. As a reaction SMILES: [C:1]1([C@H:7]([NH2:9])[CH3:8])[CH:6]=[CH:5][CH:4]=[CH:3][CH:2]=1.[OH:10][C:11]1[CH:23]=[CH:22][C:14]2[C:15]([CH2:18][C:19]([OH:21])=[O:20])=[CH:16][O:17][C:13]=2[CH:12]=1>CO>[C:1]1([C@H:7]([NH2:9])[CH3:8])[CH:6]=[CH:5][CH:4]=[CH:3][CH:2]=1.[OH:10][C:11]1[CH:23]=[CH:22][C:14]2[C@H:15]([CH2:18][C:19]([OH:21])=[O:20])[CH2:16][O:17][C:13]=2[CH:12]=1 |f:0.1,3.4|. Procedure: A solution of (6-hydroxy-1-benzofuran-3-yl)acetic acid (1R)-1-phenylethylamine salt (8.16 g) and dichloro[(+)-1,2-bis((2R,5R)-2,5-diisopropylphosphorano)benzene]ruthenium (II)—N,N-dimethylformamide complex (1.3 mg) in dehydrated methanol (50 ml) was stirred at 35° C. for 26 hr under a hydrogen atmosphere (1.1 MPa). After concentration, the residue was dissolved in a mixed solvent of methanol (25.0 mL)-water (3.7 mL) at around 55° C. After adding toluene (225 mL) at the same temperature, the mixt... Starting materials: CO, Cc1c(C#N)ccc(SC#N)c1C#N, O. Product: Cc1c(C#N)ccc(S)c1C#N. As a reaction SMILES: [CH3:16][OH:17].[CH3:1][c:2]1[c:3]([C:4]#[N:5])[cH:6][cH:7][c:8]([S:12][C:13]#[N:14])[c:9]1[C:10]#[N:11].[OH2:15]>>[CH3:1][c:2]1[c:3]([C:4]#[N:5])[cH:6][cH:7][c:8]([SH:12])[c:9]1[C:10]#[N:11]. Starting materials: CC(C)(C)[O-], Cc1ccccc1, COc1ccc(Cl)cc1, NCc1ccccc1, [Na+]. The product is COc1ccc(NCc2ccccc2)cc1. Reaction SMILES: [CH3:18][C:19]([CH3:20])([O-:21])[CH3:22].[CH3:24][c:25]1[cH:26][cH:27][cH:28][cH:29][cH:30]1.[Cl:1][c:2]1[cH:3][cH:4][c:5]([O:8][CH3:9])[cH:6][cH:7]1.[NH2:10][CH2:11][c:12]1[cH:13][cH:14][cH:15][cH:16][cH:17]1.[Na+:23]>>[c:2]1([NH:10][CH2:11][c:12]2[cH:13][cH:14][cH:15][cH:16][cH:17]2)[cH:3][cH:4][c:5]([O:8][CH3:9])[cH:6][cH:7]1. Reaction SMILES: [Br:1][c:2]1[c:3]([C:10]#[N:11])[cH:4][s:5][c:6]1[N+:7](=[O:8])[O-:9].[CH2:12]([Sn:13]([CH2:14][CH2:15][CH2:16][CH3:22])([c:17]1[o:18][cH:19][cH:20][n:21]1)[CH2:23][CH2:24][CH2:25][CH3:26])[CH2:27][CH2:28][CH3:29].[Cu:107][I:108].[cH:30]1[cH:31][cH:32][c:33]([P:34]([Pd:35]([P:36]([c:37]2[cH:38][cH:39][cH:40][cH:41][cH:42]2)([c:43]2[cH:44][cH:45][cH:46][cH:47][cH:48]2)[c:49]2[cH:50][cH:51][cH:52][cH:53][cH:54]2)([P:55]([c:56]2[cH:57][cH:58][cH:59][cH:60][cH:61]2)([c:62]2[cH:63][cH:64][cH:65][cH:66][cH:67]2)[c:68]2[cH:69][cH:70][cH:71][cH:72][cH:73]2)[P:74]([c:75]2[cH:76][cH:77][cH:78][cH:79][cH:80]2)([c:81]2[cH:82][cH:83][cH:84][cH:85][cH:86]2)[c:87]2[cH:88][cH:89][cH:90][cH:91][cH:92]2)([c:93]2[cH:94][cH:95][cH:96][cH:97][cH:98]2)[c:99]2[cH:100][cH:101][cH:102][cH:103][cH:104]2)[cH:105][cH:106]1>>[c:2]1(-[c:17]2[o:18][cH:19][cH:20][n:21]2)[c:3]([C:10]#[N:11])[cH:4][s:5][c:6]1[N+:7](=[O:8])[O-:9]. Yields the product N#Cc1csc([N+](=O)[O-])c1-c1ncco1. The reactants are N#Cc1csc([N+](=O)[O-])c1Br, CCCC[Sn](CCCC)(CCCC)c1ncco1, [Cu]I, c1ccc(P(c2ccccc2)(c2ccccc2)[Pd](P(c2ccccc2)(c2ccccc2)c2ccccc2)(P(c2ccccc2)(c2ccccc2)c2ccccc2)P(c2ccccc2)(c2ccccc2)c2ccccc2)cc1.